This data is from the Open Reaction Database (ORD), a public repository of structured organic reaction records. The task is: describe an organic reaction: reactants, conditions, products, and yield The reactants are [H-].[Na+] (NaH), COC1=CC=C(C=C1)CC(=O)OCC (ethyl p-methoxyphenylacetate), C(=O)OCC (ethyl formate), Cl (HCl). Reaction conditions: time 12 hour. Product: COC1=CC=C(C=C1)C(C(=O)OCC)=CO (Ethyl 2-(4-methoxyphenyl)-3-hydroxy-2-propenoate). RXN SMILES: [CH3:1][O:2][C:3]1[CH:8]=[CH:7][C:6]([CH2:9][C:10]([O:12][CH2:13][CH3:14])=[O:11])=[CH:5][CH:4]=1.[H-].[Na+].Cl.[CH:18](OCC)=[O:19]>>[CH3:1][O:2][C:3]1[CH:4]=[CH:5][C:6]([C:9](=[CH:18][OH:19])[C:10]([O:12][CH2:13][CH3:14])=[O:11])=[CH:7][CH:8]=1 |f:1.2|. Reported procedure: 8.9 ml of ethyl p-methoxyphenylacetate are dissolved in 80 ml of ethyl formate. 4.6 g of 50% NaH are added portionwise and then the mixture is stirred at ambient temperature for 12 hours. It is poured onto a 1N HCl solution and then extraction is carried out with AcOEt. Purification is carried out by chromatography on a silica column eluted with an AcOEt/heptane (05/95; v/v) mixture to produce 4.0 g of the expected compound in the liquid form. Starting materials: C(C)(C)(C)OC([C@H]1N(CCC1)C(N(NC(CCCCN1C(C=2C(C1=O)=CC=CC2)=O)C(=O)OCC2=CC=CC=C2)C)=O)=O (N-(1-Carbobenzyloxy-5-phthalimidopentyl)-α-azaalanyl-(L)-proline-t-butyl ester). The reagents and catalysts are [Pd] (Pd). Solvent: C(C)(=O)OCC (ethyl acetate), C(C)(=O)O (acetic acid). Product: C(C)(C)(C)OC([C@H]1N(CCC1)C(N(NC(CCCCN1C(C=2C(C1=O)=CC=CC2)=O)C(=O)O)C)=O)=O (N-(1-Carboxy-5-phthalimidopentyl)-α-azaalanyl-(L)-proline-t-butyl ester). The yield is 96.7%. RXN SMILES: [C:1]([O:5][C:6](=[O:43])[C@@H:7]1[CH2:11][CH2:10][CH2:9][N:8]1[C:12](=[O:42])[N:13]([CH3:41])[NH:14][CH:15]([C:31]([O:33]CC1C=CC=CC=1)=[O:32])[CH2:16][CH2:17][CH2:18][CH2:19][N:20]1[C:24](=[O:25])[C:23]2=[CH:26][CH:27]=[CH:28][CH:29]=[C:22]2[C:21]1=[O:30])([CH3:4])([CH3:3])[CH3:2]>C(OCC)(=O)C.C(O)(=O)C.[Pd]>[C:1]([O:5][C:6](=[O:43])[C@@H:7]1[CH2:11][CH2:10][CH2:9][N:8]1[C:12](=[O:42])[N:13]([CH3:41])[NH:14][CH:15]([C:31]([OH:33])=[O:32])[CH2:16][CH2:17][CH2:18][CH2:19][N:20]1[C:24](=[O:25])[C:23]2=[CH:26][CH:27]=[CH:28][CH:29]=[C:22]2[C:21]1=[O:30])([CH3:4])([CH3:2])[CH3:3]. Procedure: A solution of azapeptide ester 24 (0.402 g; 0.679 mmol) in ethyl acetate (5 ml) and acetic acid (0.2 ml) was hydrogenated with 110 mg of 10% Pd C for 18 hours. Filtration of catalyst and removal of solvent gave azapeptide 25 as a white foam (0.330 g). TLC (silica gel; EPAW 20:5:1:1) Rf=0.7. MS m/e 574 (M+, monotrimethylsilyl). NMR (CDCl3): δ1.42 (9H.s); 1.5-2.1 (10H,m); 3.00 (3H,s); 3.4-3.8 (5H,m); 4.3-4.6 (1H,m); 7.6-7.8 (4H,m); 7.8-8.0 (1H, broad). Starting materials: 3, NC1=NC(=C(C(=C1C#N)C=1OC=CC1)C#N)SC (2-amino-4-furan-2-yl-6-methylsulfanyl-pyridine-3,5-dicarbonitrile), C1(=CC=CC=C1)C1N(O1)S(=O)(=O)C1=CC=CC=C1 (phenyl-2-(phenylsulfonyl)oxaziridine). Solvent: ClCCl (dichloromethane). Reaction conditions: time 48 hour. Product: NC1=NC(=C(C(=C1C#N)C=1OC=CC1)C#N)S(=O)C (2-amino-4-furan-2-yl-6-methanesulfinyl-pyridine-3,5-dicarbonitrile). Isolated yield 93.0%. RXN SMILES: [NH2:1][C:2]1[C:7]([C:8]#[N:9])=[C:6]([C:10]2[O:11][CH:12]=[CH:13][CH:14]=2)[C:5]([C:15]#[N:16])=[C:4]([S:17][CH3:18])[N:3]=1.C1(C2[O:27]N2S(C2C=CC=CC=2)(=O)=O)C=CC=CC=1>ClCCl>[NH2:1][C:2]1[C:7]([C:8]#[N:9])=[C:6]([C:10]2[O:11][CH:12]=[CH:13][CH:14]=2)[C:5]([C:15]#[N:16])=[C:4]([S:17]([CH3:18])=[O:27])[N:3]=1. Reported procedure: To a stirred suspension of 680 mg (2.66 mmol) 2-amino-4-furan-2-yl-6-methylsulfanyl-pyridine-3,5-dicarbonitrile in 25 ml dichloromethane was added 1,39 g (5.32 mmol) 3!phenyl-2-(phenylsulfonyl)oxaziridine and stirring continued for 48 hours at room temperature. The resulting crystals were collected by filtration and washed with cold dichloromethane to afford 670 mg (93%) 2-amino-4-furan-2-yl-6-methanesulfinyl-pyridine-3,5-dicarbonitrile as a light brown crystalline solid. ES-MS m/e (%): 295 (M+N... Starting materials: BrC1=CC=C(C=2C=COC21)OCCOC2OCCCC2 (7-Bromo-4-[2-(tetrahydropyran-2-yloxy)ethoxy]benzofuran), Organozinc, C1(CCCCC1)P(C1(C(=CC=CC1)C1=CC=CC=C1)N(C)C)C1CCCCC1 (2-dicyclohexylphosphino-2-(N,N-dimethylamino)biphenyl), Br[Zn]CC(=O)OCC (bromo(2-ethoxy-2-oxoethyl)zinc). The reagents and catalysts are [Pd].C(C1=CC=CC=C1)=CC(=O)C=CC1=CC=CC=C1.C(C1=CC=CC=C1)=CC(=O)C=CC1=CC=CC=C1 (bis(dibenzylideneacetone) palladium). Solvent: O1CCCC1 (tetrahydrofuran). Product: C(C)OC(CC1=CC=C(C=2C=COC21)OCCOC2OCCCC2)=O ({4-[2-(Tetrahydropyran-2-yloxy)ethoxy]benzofur-7-yl}acetic acid ethyl ester). The yield is 54.0%. RXN SMILES: Br[C:2]1[C:10]2[O:9][CH:8]=[CH:7][C:6]=2[C:5]([O:11][CH2:12][CH2:13][O:14][CH:15]2[CH2:20][CH2:19][CH2:18][CH2:17][O:16]2)=[CH:4][CH:3]=1.C1(P(C2CCCCC2)C2(N(C)C)CC=CC=C2C2C=CC=CC=2)CCCCC1.Br[Zn][CH2:51][C:52]([O:54][CH2:55][CH3:56])=[O:53]>O1CCCC1.[Pd].C(=CC(C=CC1C=CC=CC=1)=O)C1C=CC=CC=1.C(=CC(C=CC1C=CC=CC=1)=O)C1C=CC=CC=1>[CH2:55]([O:54][C:52](=[O:53])[CH2:51][C:2]1[C:10]2[O:9][CH:8]=[CH:7][C:6]=2[C:5]([O:11][CH2:12][CH2:13][O:14][CH:15]2[CH2:20][CH2:19][CH2:18][CH2:17][O:16]2)=[CH:4][CH:3]=1)[CH3:56] |f:4.5.6|. Procedure details: Combine 7-Bromo-4-[2-(tetrahydropyran-2-yloxy)ethoxy]benzofuran (2.598 g, 7.61 mmol), bis(dibenzylideneacetone) palladium (0.461 g, 0.802 mmol), and 2-dicyclohexylphosphino-2-(N,N-dimethylamino)biphenyl (0.308 g, 0.783 mmol) in tetrahydrofuran (15 ml) under nitrogen. Add bromo(2-ethoxy-2-oxoethyl)zinc (2 equiv.), and heat the mixture at 80° C. for 16 hours. (Knochel, P.; Honed, P.; Eds. Organozinc Reagents: A Practical Approach; Oxford University Press, Inc: London, 1999). Cool the mixture to ro... The reactants are ice, C(C)(=O)O (acetic acid), Br (hydrobromic acid), C(C1=CC=CC=C1)OC(=O)N[C@@H](CC1=CNC=N1)C(=O)N1[C@H](C(=O)NC2CCCCC2)CCC1 (Nα -benzyloxycarbonyl-L-histidyl-N-cyclohexyl-L-prolinamide). Solvent: CCOCC (ether). Yields the product N[C@@H](CC1=CNC=N1)C(=O)N1[C@H](C(=O)NC2CCCCC2)CCC1 (L-histidyl-N-cyclohexyl-L-prolinamide). Isolated yield 188.2%. RXN SMILES: C(O)(=O)C.Br.C(OC([NH:16][C@H:17]([C:24]([N:26]1[CH2:39][CH2:38][CH2:37][C@H:27]1[C:28]([NH:30][CH:31]1[CH2:36][CH2:35][CH2:34][CH2:33][CH2:32]1)=[O:29])=[O:25])[CH2:18][C:19]1[N:23]=[CH:22][NH:21][CH:20]=1)=O)C1C=CC=CC=1>CCOCC>[NH2:16][C@H:17]([C:24]([N:26]1[CH2:39][CH2:38][CH2:37][C@H:27]1[C:28]([NH:30][CH:31]1[CH2:32][CH2:33][CH2:34][CH2:35][CH2:36]1)=[O:29])=[O:25])[CH2:18][C:19]1[N:23]=[CH:22][NH:21][CH:20]=1. Procedure details: To 15 ml of ice-cooled acetic acid solution of 25% hydrobromic acid was added 1.14 g of compound (37) and the reaction was maintained for 3 hours at room temperature. The reaction mixture thus obtained was added to 150 ml of desiccated ether, the precipitates thus formed were quickly collected by filtration and dried overnight in the desiccator at reduced pressure to provide 1.53 g of L-histidyl-N-cyclohexyl-L-prolinamide.2-hydrobromide. The reactants are Brc1ccc(I)cc1, OC1CN2CCC1CC2. The product is Brc1ccc(OC2CN3CCC2CC3)cc1. RXN SMILES: [Br:10][c:11]1[cH:12][cH:13][c:14]([I:17])[cH:15][cH:16]1.[OH:1][CH:2]1[CH2:3][N:4]2[CH2:5][CH2:6][CH:7]1[CH2:8][CH2:9]2>>[O:1]([CH:2]1[CH2:3][N:4]2[CH2:5][CH2:6][CH:7]1[CH2:8][CH2:9]2)[c:14]1[cH:13][cH:12][c:11]([Br:10])[cH:16][cH:15]1.